This data is from the Open Reaction Database (ORD), a public repository of structured organic reaction records. The task is: describe an organic reaction: reactants, conditions, products, and yield Reactants: C(=NC1CCCCC1)=NC1CCCCC1, CCCC12CCC(=O)C=C1c1c(cc(CC(N)=O)c(Cl)c1Cl)C2, c1ccncc1. Yields the product CCCC12CCC(=O)C=C1c1c(cc(CC#N)c(Cl)c1Cl)C2. Reaction SMILES: [CH2:24]1[CH2:25][CH2:26][CH:27]([N:28]=[C:29]=[N:30][CH:31]2[CH2:32][CH2:33][CH2:34][CH2:35][CH2:36]2)[CH2:37][CH2:38]1.[Cl:1][c:2]1[c:3]2[c:11]([cH:12][c:13]([CH2:16][C:17](=[O:18])[NH2:19])[c:14]1[Cl:15])[CH2:10][C:9]1([CH2:20][CH2:21][CH3:22])[C:4]2=[CH:5][C:6](=[O:23])[CH2:7][CH2:8]1.[cH:39]1[cH:40][cH:41][n:42][cH:43][cH:44]1>>[Cl:1][c:2]1[c:3]2[c:11]([cH:12][c:13]([CH2:16][C:17]#[N:19])[c:14]1[Cl:15])[CH2:10][C:9]1([CH2:20][CH2:21][CH3:22])[C:4]2=[CH:5][C:6](=[O:23])[CH2:7][CH2:8]1. The reactants are COC(=O)c1cc2ccc(NS(C)(=O)=O)cc2[nH]1, CO, [Li+], [OH-], O. Yields the product CS(=O)(=O)Nc1ccc2cc(C(=O)O)[nH]c2c1. As a reaction SMILES: [CH3:1][S:2](=[O:3])(=[O:4])[NH:5][c:6]1[cH:7][cH:8][c:9]2[cH:10][c:11]([C:15](=[O:16])[O:17][CH3:18])[nH:12][c:13]2[cH:14]1.[CH3:21][OH:22].[Li+:19].[OH-:20].[OH2:23]>>[CH3:1][S:2](=[O:3])(=[O:4])[NH:5][c:6]1[cH:7][cH:8][c:9]2[cH:10][c:11]([C:15](=[O:16])[OH:17])[nH:12][c:13]2[cH:14]1. The reactants are O=C(O)Cc1ccc(Br)cc1, C1CCOC1, Cc1cc(C(F)(F)F)cc(N)n1, CN1CCOCC1, CCOC(C)=O. The product is Cc1cc(C(F)(F)F)cc(NC(=O)Cc2ccc(Br)cc2)n1. Reaction SMILES: [Br:1][c:2]1[cH:3][cH:4][c:5]([CH2:8][C:9](=[O:10])[OH:11])[cH:6][cH:7]1.[CH2:31]1[O:32][CH2:33][CH2:34][CH2:35]1.[CH3:12][c:13]1[cH:14][c:15]([C:20]([F:21])([F:22])[F:23])[cH:16][c:17]([NH2:19])[n:18]1.[CH3:24][N:25]1[CH2:26][CH2:27][O:28][CH2:29][CH2:30]1.[CH3:36][CH2:37][O:38][C:39]([CH3:40])=[O:41]>>[Br:1][c:2]1[cH:3][cH:4][c:5]([CH2:8][C:9](=[O:11])[NH:19][c:17]2[cH:16][c:15]([C:20]([F:21])([F:22])[F:23])[cH:14][c:13]([CH3:12])[n:18]2)[cH:6][cH:7]1. The reactants are BrC=1C=C(C=2C=CN(C2C1)C(C)C)C(=O)OC (methyl 6-bromo-1-(1-methylethyl)-1H-indole-4-carboxylate), ClN1C(CCC1=O)=O (1-chloro-2,5-pyrrolidinedione). The solvent is C1CCOC1 (THF). Conditions: time 8 hour. Product: BrC=1C=C(C=2C(=CN(C2C1)C(C)C)Cl)C(=O)OC (methyl 6-bromo-3-chloro-1-isopropyl-1H-indole-4-carboxylate). Reaction SMILES: [Br:1][C:2]1[CH:3]=[C:4]([C:14]([O:16][CH3:17])=[O:15])[C:5]2[CH:6]=[CH:7][N:8]([CH:11]([CH3:13])[CH3:12])[C:9]=2[CH:10]=1.[Cl:18]N1C(=O)CCC1=O>C1COCC1>[Br:1][C:2]1[CH:3]=[C:4]([C:14]([O:16][CH3:17])=[O:15])[C:5]2[C:6]([Cl:18])=[CH:7][N:8]([CH:11]([CH3:13])[CH3:12])[C:9]=2[CH:10]=1. Reported procedure: To a 100 ml round bottom flask was added methyl 6-bromo-1-(1-methylethyl)-1H-indole-4-carboxylate (1.100 g, 3.71 mmol) as a solution in THF and a magnetic stir bar. To the same was added 1-chloro-2,5-pyrrolidinedione (0.546 g, 4.09 mmol) and the system stirred at room temperature overnight. The solvent was removed under reduced pressure and the residue dissolved in EtOAc (60 ml) and washed with saturated NaHCO3 (20 ml) and brine (8 ml). The organic layer was dried over Na2SO4, filtered and conce... Solvent: ClCCl (dichloromethane). The product is FC1=C(C=CC(=C1)F)[C@]1(C[C@@H](CO1)C(=O)N1C(OC[C@H]1C1=CC=CC=C1)=O)CI ((R)-3-((3S,5R)-5-(2,4-difluorophenyl)-5-(iodomethyl)tetra hydrofuran-3-carbonyl)-4-phenyloxazolidin-2-one). Reaction SMILES: [F:1][C:2]1[CH:7]=[C:6]([F:8])[CH:5]=[CH:4][C:3]=1[C:9](=[CH2:28])[CH2:10][C@@H:11]([CH2:26][OH:27])[C:12]([N:14]1[C@H:18]([C:19]2[CH:24]=[CH:23][CH:22]=[CH:21][CH:20]=2)[CH2:17][O:16][C:15]1=[O:25])=[O:13].C(=O)([O-])[O-].[Na+].[Na+].[I:35]I>ClCCl>[F:1][C:2]1[CH:7]=[C:6]([F:8])[CH:5]=[CH:4][C:3]=1[C@:9]1([CH2:28][I:35])[O:27][CH2:26][C@@H:11]([C:12]([N:14]2[C@H:18]([C:19]3[CH:24]=[CH:23][CH:22]=[CH:21][CH:20]=3)[CH2:17][O:16][C:15]2=[O:25])=[O:13])[CH2:10]1 |f:1.2.3|. Run at temperature 30 celsius, time 3 hour. The reactants are FC1=C(C=CC(=C1)F)C(C[C@H](C(=O)N1C(OC[C@H]1C1=CC=CC=C1)=O)CO)=C ((R)-3-((S)-4-(2,4-difluoro phenyl)-2-(hydroxymethyl)pent-4-enoyl)-4-phenyloxazolidin-2-one), C([O-])([O-])=O.[Na+].[Na+] (sodium carbonate), II (iodine). Procedure: To the above obtained dichloromethane layer containing (R)-3-((S)-4-(2,4-difluoro phenyl)-2-(hydroxymethyl)pent-4-enoyl)-4-phenyloxazolidin-2-one compound of formula-5, added sodium carbonate (59.4 g) followed by iodine (177.8 g) and the reaction mixture was stirred for 3 hours at 25-35° C. After completion of the reaction, the reaction mixture was quenched with 30% hypo solution and the reaction mixture was extracted with methyl tertiary butyl ether. Both organic and aqueous layers were separat... Reactants: C(CCC)C1=C(C2=C(S1)C=CC=C2)C2=CC=C(C=C2)C2=CC=C(C=C2)O (4′-(2-butyl-benzo[b]-thiophen-3-yl)-biphenyl-4-ol), COC(C(O)CC1=CC=CC=C1)=O (3-phenyllactic acid methyl ester). Product: C(CCC)C1=C(C2=C(S1)C=CC=C2)C2=CC=C(C=C2)C2=CC=C(C=C2)OC(C(=O)O)CC2=CC=CC=C2 (2-[4′-(2-Butyl-benzo[b]thiopen-3-yl)-biphenyl-4-yloxy]-3-phenyl-propionic acid). Reaction SMILES: [CH2:1]([C:5]1[S:9][C:8]2[CH:10]=[CH:11][CH:12]=[CH:13][C:7]=2[C:6]=1[C:14]1[CH:19]=[CH:18][C:17]([C:20]2[CH:25]=[CH:24][C:23]([OH:26])=[CH:22][CH:21]=2)=[CH:16][CH:15]=1)[CH2:2][CH2:3][CH3:4].C[O:28][C:29](=[O:39])[CH:30]([CH2:32][C:33]1[CH:38]=[CH:37][CH:36]=[CH:35][CH:34]=1)O>>[CH2:1]([C:5]1[S:9][C:8]2[CH:10]=[CH:11][CH:12]=[CH:13][C:7]=2[C:6]=1[C:14]1[CH:19]=[CH:18][C:17]([C:20]2[CH:25]=[CH:24][C:23]([O:26][CH:30]([CH2:32][C:33]3[CH:38]=[CH:37][CH:36]=[CH:35][CH:34]=3)[C:29]([OH:39])=[O:28])=[CH:22][CH:21]=2)=[CH:16][CH:15]=1)[CH2:2][CH2:3][CH3:4]. Procedure details: The title compound was prepared from 4′-(2-butyl-benzo[b]-thiophen-3-yl)-biphenyl-4-ol, and 3-phenyllactic acid methyl ester, in substantially the same manner, as described in Example 1, steps g-h, and was obtained as a white solid, mp.159-161° C.; MS m/e 507 (M+H)+; The reactants are C[Si](C)(C)C#CC=1C=C(C=NC1)NC(OC(C)(C)C)=O (tert-butyl {5-[(trimethylsilyl)ethynyl]pyridin-3-yl}carbamate), CO (methanol), C([O-])([O-])=O.[K+].[K+] (potassium carbonate). Solvent: O (water). Reaction conditions: time 8 hour. Yields the product C(#C)C=1C=C(C=NC1)NC(OC(C)(C)C)=O (tert-Butyl (5-ethynylpyridin-3-yl)carbamate). Yield: 66.4%. Reaction SMILES: C[Si]([C:5]#[C:6][C:7]1[CH:8]=[C:9]([NH:13][C:14](=[O:20])[O:15][C:16]([CH3:19])([CH3:18])[CH3:17])[CH:10]=[N:11][CH:12]=1)(C)C.CO.C(=O)([O-])[O-].[K+].[K+]>O>[C:6]([C:7]1[CH:8]=[C:9]([NH:13][C:14](=[O:20])[O:15][C:16]([CH3:18])([CH3:17])[CH3:19])[CH:10]=[N:11][CH:12]=1)#[CH:5] |f:2.3.4|. Procedure: Into a reaction flask were added tert-butyl {5-[(trimethylsilyl)ethynyl]pyridin-3-yl}carbamate (2.0 g, 6.9 mmol), methanol (25 mL), and a solution of potassium carbonate (7.1 g, 52 mmol) in water (25 mL). The reaction mixture was stirred at rt overnight. The solvent was removed under vacuum and the residue was diluted with EtOAc and water. After separation, the organic layer was dried over Na2SO4 and concentrated under vacuum. The crude product was purified by silica gel column chromatography to... The reactants are [N+](=O)([O-])C1=CC=C(OC(=O)OC2CN=C(OC2C2=CC=CC=C2)C2=CC=CC=C2)C=C1 ((5RS, 6SR)-5-(4-nitrophenoxycarbonyloxy)-2,6-diphenyl-5,6-dihydro-4H-1,3-oxazine), COC1=CC(=CC=C1)N (meta-Anisidine). Reagents/catalysts: CN(C1=CC=NC=C1)C (4-(dimethylamino)pyridine). Run in CN(C=O)C (N,N-dimethylformamide). Run at temperature 70 celsius. The product is COC=1C=C(C=CC1)NC(=O)OC1CN=C(OC1C1=CC=CC=C1)C1=CC=CC=C1 ((5RS, 6SR)-5-(3-methoxyphenylcarbamoyloxy)-2,6-diphenyl-5,6-dihydro-4H-1,3-oxazine). Yield: 62.4%. RXN SMILES: [CH3:1][O:2][C:3]1[CH:8]=[CH:7][CH:6]=[C:5]([NH2:9])[CH:4]=1.[N+](C1C=CC([O:17][C:18]([O:20][CH:21]2[CH:26]([C:27]3[CH:32]=[CH:31][CH:30]=[CH:29][CH:28]=3)[O:25][C:24]([C:33]3[CH:38]=[CH:37][CH:36]=[CH:35][CH:34]=3)=[N:23][CH2:22]2)=O)=CC=1)([O-])=O>CN(C)C1C=CN=CC=1.CN(C)C=O>[CH3:1][O:2][C:3]1[CH:4]=[C:5]([NH:9][C:18]([O:20][CH:21]2[CH:26]([C:27]3[CH:32]=[CH:31][CH:30]=[CH:29][CH:28]=3)[O:25][C:24]([C:33]3[CH:38]=[CH:37][CH:36]=[CH:35][CH:34]=3)=[N:23][CH2:22]2)=[O:17])[CH:6]=[CH:7][CH:8]=1. Procedure: meta-Anisidine (1.72 g) is added at a temperature in the region of 20° C. to a solution, maintained under an argon atmosphere, of (5RS, 6SR)-5-(4-nitrophenoxycarbonyloxy)-2,6-diphenyl-5,6-dihydro-4H-1,3-oxazine (3 g) and 4-(dimethylamino)pyridine (0.3 g) in anhydrous N,N-dimethylformamide (50 cc). The solution obtained is heated to a temperature in the region of 70° C. for 6 hours and then concentrated to dryness under reduced pressure (2.7 kPa). The residue is purified by chromatography on sili... Starting materials: C([O-])([O-])=O.[Cs+].[Cs+] (Cesium carbonate), CC1=CC=C(C=C1)S(=O)(=O)OCCOS(=O)(=O)C1=CC=C(C=C1)C (ethane-1,2-diyl bis(4-methylbenzenesulfonate)), C(C)(C)(C)OC(C[C@@H](C=1C=NC=C(C1)CCC1=CC=C(C=C1)O)NC(=O)[C@H]1CN(CCC1)C(CCC1CCN(CC1)C(=O)OC(C)(C)C)=O)=O (Tert-butyl 4-{3-[(3R)-3-{[(1S)-3-tert-butoxy-1-{5-[(4-hydroxyphenyl)ethyl]pyridin-3-yl}-3-oxopropyl]carbamoyl}piperidin-1-yl]-3-oxopropyl}piperidine-1-carboxylate). Run in CN(C=O)C (N,N-dimethylformamide). Run at time 4 hour. Yields the product C(C)(C)(C)OC(C[C@@H](C=1C=NC=C(C1)CCC1=CC=C(C=C1)OCCOS(=O)(=O)C1=CC=C(C=C1)C)NC(=O)[C@H]1CN(CCC1)C(CCC1CCN(CC1)C(=O)OC(C)(C)C)=O)=O (tert-butyl 4-{3-[(3R)-3-{[(1S)-3-tert-butoxy-1-(5-{2-[4-(2-{[(4-methylphenyl)sulfonyl]oxy}ethoxy)phenyl]ethyl}pyridin-3-yl)-3-oxopropyl]carbamoyl}piperidin-1-yl]-3-oxopropyl}piperidine-1-carboxylate). Yield: 71.8%. Reaction SMILES: [C:1]([O:5][C:6](=[O:50])[CH2:7][C@H:8]([NH:24][C:25]([C@@H:27]1[CH2:32][CH2:31][CH2:30][N:29]([C:33](=[O:49])[CH2:34][CH2:35][CH:36]2[CH2:41][CH2:40][N:39]([C:42]([O:44][C:45]([CH3:48])([CH3:47])[CH3:46])=[O:43])[CH2:38][CH2:37]2)[CH2:28]1)=[O:26])[C:9]1[CH:10]=[N:11][CH:12]=[C:13]([CH2:15][CH2:16][C:17]2[CH:22]=[CH:21][C:20]([OH:23])=[CH:19][CH:18]=2)[CH:14]=1)([CH3:4])([CH3:3])[CH3:2].C(=O)([O-])[O-].[Cs+].[Cs+].[CH3:57][C:58]1[CH:63]=[CH:62][C:61]([S:64]([O:67][CH2:68][CH2:69]OS(C2C=CC(C)=CC=2)(=O)=O)(=[O:66])=[O:65])=[CH:60][CH:59]=1>CN(C)C=O>[C:1]([O:5][C:6](=[O:50])[CH2:7][C@H:8]([NH:24][C:25]([C@@H:27]1[CH2:32][CH2:31][CH2:30][N:29]([C:33](=[O:49])[CH2:34][CH2:35][CH:36]2[CH2:41][CH2:40][N:39]([C:42]([O:44][C:45]([CH3:48])([CH3:47])[CH3:46])=[O:43])[CH2:38][CH2:37]2)[CH2:28]1)=[O:26])[C:9]1[CH:10]=[N:11][CH:12]=[C:13]([CH2:15][CH2:16][C:17]2[CH:22]=[CH:21][C:20]([O:23][CH2:69][CH2:68][O:67][S:64]([C:61]3[CH:62]=[CH:63][C:58]([CH3:57])=[CH:59][CH:60]=3)(=[O:66])=[O:65])=[CH:19][CH:18]=2)[CH:14]=1)([CH3:3])([CH3:2])[CH3:4] |f:1.2.3|. Procedure details: Tert-butyl 4-{3-[(3R)-3-{[(1S)-3-tert-butoxy-1-{5-[(4-hydroxyphenyl)ethyl]pyridin-3-yl}-3-oxopropyl]carbamoyl}piperidin-1-yl]-3-oxopropyl}piperidine-1-carboxylate (67 mg, 0.10 mmol) was dissolved in N,N-dimethylformamide (9.7 mL). Cesium carbonate (79 mg, 0.24 mmol) and ethane-1,2-diyl bis(4-methylbenzenesulfonate) (54 mg, 0.15 mmol) were added. The mixture was stirred at room temperature for 4 hours, quenched by addition of saturated aqueous ammonium chloride solution and extracted with ethyl a...